The task is: describe an organic reaction: reactants, conditions, products, and yield. This data is from the Open Reaction Database (ORD), a public repository of structured organic reaction records. Starting materials: C(C)(C)(C)OC(=O)N1[C@@H](C[C@@H](C1)O)C(=O)O ((2S,4S)-4-hydroxy-pyrrolidine-1,2-dicarboxylic acid 1-tert-butyl ester), C(C)Br (ethyl bromide). Run in C(C)(=O)OCC (ethyl acetate). Conditions: time 5 minute. The product is CCOC(=O)[C@H]1N(C[C@H](C1)O)C(=O)OC(C)(C)C ((2S,4S)-4-Hydroxy-pyrrolidine-1,2-dicarboxylic acid 1-tert-butyl ester 2-ethyl Ester). RXN SMILES: [C:1]([O:5][C:6]([N:8]1[CH2:12][C@@H:11]([OH:13])[CH2:10][C@H:9]1[C:14]([OH:16])=[O:15])=[O:7])([CH3:4])([CH3:3])[CH3:2].[CH2:17](Br)[CH3:18]>C(OCC)(=O)C>[CH3:17][CH2:18][O:15][C:14]([C@@H:9]1[CH2:10][C@H:11]([OH:13])[CH2:12][N:8]1[C:6]([O:5][C:1]([CH3:4])([CH3:2])[CH3:3])=[O:7])=[O:16]. Reported procedure: To a stirred solution of (2S,4S)-4-hydroxy-pyrrolidine-1,2-dicarboxylic acid 1-tert-butyl ester (1.0 eq, 5.0 g) in ethyl acetate (250 mL) was added dicyclohexamine (2.0 eq, 8.62 mL) and the reaction stirred for 5 mins during which time a white precipitate formed. Part of the ethyl acetate was evaporated and the slurry left to stand for 30 mins, then filtered and washed with diethyl ether (30 mL). The filtrate was dried briefly under high vacuum and then resuspended in anhydrous DMF (50 mL). The ... The reactants are CC=1N(C(=CC1)C)N (2,5-dimethyl-1-amino pyrrole), N1=CC=CC=C1 (pyridine), ClCC(=O)Cl (chloroacetyl chloride). Solvent: C(Cl)Cl (methylene chloride), C(C)(=O)OCC (ethyl acetate). Conditions: time 8 hour. The product is CC=1N(C(=CC1)C)NC(CCl)=O (N-(2,5-dimethyl-pyrrol-1-yl) chloroacetamide). Isolated yield 54.9%. As a reaction SMILES: [CH3:1][C:2]1[N:3]([NH2:8])[C:4]([CH3:7])=[CH:5][CH:6]=1.N1C=CC=CC=1.[Cl:15][CH2:16][C:17](Cl)=[O:18]>C(OCC)(=O)C.C(Cl)Cl>[CH3:1][C:2]1[N:3]([NH:8][C:17](=[O:18])[CH2:16][Cl:15])[C:4]([CH3:7])=[CH:5][CH:6]=1. Procedure details: The product of Example 1 (13.2 g) and pyridine (9.48 g) were stirred in ethyl acetate (200 ml) at room temperature with dropwise addition of 13.56 g chloroacetyl chloride. The mixture was stirred overnight, stripped, dissolved in methylene chloride, washed with water, dried and stripped. The residue was chromatographed in a silica gel (325 g) column (chloroform elution), to yield the title product (12.27 g). Starting materials: CC(NC(=O)c1cc(Cl)cnc1Cl)c1ccc(C(=O)OC(C)(C)C)cc1, Oc1cc(F)cc(Cl)c1. Product: CC(NC(=O)c1cc(Cl)cnc1Oc1cc(F)cc(Cl)c1)c1ccc(C(=O)OC(C)(C)C)cc1. RXN SMILES: [Cl:1][c:2]1[n:3][cH:4][c:5]([Cl:26])[cH:6][c:7]1[C:8](=[O:9])[NH:10][CH:11]([CH3:12])[c:13]1[cH:14][cH:15][c:16]([C:17](=[O:18])[O:19][C:20]([CH3:21])([CH3:22])[CH3:23])[cH:24][cH:25]1.[Cl:27][c:28]1[cH:29][c:30]([OH:35])[cH:31][c:32]([F:34])[cH:33]1>>[c:2]1([O:35][c:30]2[cH:29][c:28]([Cl:27])[cH:33][c:32]([F:34])[cH:31]2)[n:3][cH:4][c:5]([Cl:26])[cH:6][c:7]1[C:8](=[O:9])[NH:10][CH:11]([CH3:12])[c:13]1[cH:14][cH:15][c:16]([C:17](=[O:18])[O:19][C:20]([CH3:21])([CH3:22])[CH3:23])[cH:24][cH:25]1. Starting materials: CCCCO, CC(=O)OC(C)=O, CCOC(C)=O, COc1c(OS(C)(=O)=O)ccc(NC(=O)C(C)(C)C)c1C, [Na+], [OH-], O=S(=O)(O)O, c1ccncc1. Yields the product COc1c(OS(C)(=O)=O)ccc(NC(C)=O)c1C. Reaction SMILES: [CH2:42]([OH:43])[CH2:44][CH2:45][CH3:46].[CH3:35][C:36]([O:37][C:38](=[O:39])[CH3:40])=[O:41].[CH3:47][CH2:48][O:49][C:50](=[O:51])[CH3:52].[CH3:6][S:7](=[O:8])(=[O:9])[O:10][c:11]1[c:12]([O:25][CH3:26])[c:13]([CH3:24])[c:14]([NH:17][C:18]([C:19]([CH3:20])([CH3:21])[CH3:22])=[O:23])[cH:15][cH:16]1.[Na+:28].[OH-:27].[S:1](=[O:2])(=[O:3])([OH:4])[OH:5].[cH:29]1[cH:30][cH:31][n:32][cH:33][cH:34]1>>[CH3:6][S:7](=[O:8])(=[O:9])[O:10][c:11]1[c:12]([O:25][CH3:26])[c:13]([CH3:24])[c:14]([NH:17][C:18]([CH3:19])=[O:23])[cH:15][cH:16]1. Run in O1CCOCC1 (1,4-dioxane), O1CCOCC1 (1,4-dioxane). Procedure: The crude (S)-ethyl 1-((1-(tert-butoxycarbonyl)pyrrolidin-3-yl)methyl)-6-iodo-4-oxo-1,4-dihydroquinoline-3-carboxylate (Intermediate 96, ˜4.4 mmol) was dissolved in 1,4-dioxane (20 mL) and 4.0M hydrogen chloride in 1,4-dioxane (20 mL) was added. The reaction mixture was stirred at room temperature for 1 h, and the solvent was removed in vacuo. The solid was then dried in a vacuum oven at 40° C. for 18 h to give 2.3 g (quant. yield) of (S)-ethyl 6-iodo-4-oxo-1-(pyrrolidin-3-ylmethyl)-1,4-dihydroq... RXN SMILES: C(OC([N:8]1[CH2:12][CH2:11][C@@H:10]([CH2:13][N:14]2[C:23]3[C:18](=[CH:19][C:20]([I:24])=[CH:21][CH:22]=3)[C:17](=[O:25])[C:16]([C:26]([O:28][CH2:29][CH3:30])=[O:27])=[CH:15]2)[CH2:9]1)=O)(C)(C)C.[ClH:31]>O1CCOCC1>[ClH:31].[I:24][C:20]1[CH:19]=[C:18]2[C:23](=[CH:22][CH:21]=1)[N:14]([CH2:13][C@H:10]1[CH2:11][CH2:12][NH:8][CH2:9]1)[CH:15]=[C:16]([C:26]([O:28][CH2:29][CH3:30])=[O:27])[C:17]2=[O:25] |f:3.4|. The reactants are C(C)(C)(C)OC(=O)N1C[C@@H](CC1)CN1C=C(C(C2=CC(=CC=C12)I)=O)C(=O)OCC ((S)-ethyl 1-((1-(tert-butoxycarbonyl)pyrrolidin-3-yl)methyl)-6-iodo-4-oxo-1,4-dihydroquinoline-3-carboxylate), C(C)(C)(C)OC(=O)N1C[C@@H](CC1)CN1C=C(C(C2=CC(=CC=C12)I)=O)C(=O)OCC ((S)-ethyl 1-((1-(tert-butoxycarbonyl)pyrrolidin-3-yl)methyl)-6-iodo-4-oxo-1,4-dihydroquinoline-3-carboxylate), Cl (hydrogen chloride). Yields the product Cl.IC=1C=C2C(C(=CN(C2=CC1)C[C@@H]1CNCC1)C(=O)OCC)=O ((S)-ethyl 6-iodo-4-oxo-1-(pyrrolidin-3-ylmethyl)-1,4-dihydroquinoline-3-carboxylate hydrochloride). Conditions: time 1 hour.